Dataset: the Open Reaction Database (ORD), a public repository of structured organic reaction records. Task: describe an organic reaction: reactants, conditions, products, and yield The reactants are resultant mixture, O (water), P(Br)(Br)Br (phosphorus tribromide), C1(=CC=CC=C1)CC(=O)NC1[C@@H]2N(C(=C(CS2)CO)C(=O)OC(C2=CC=CC=C2)C2=CC=CC=C2)C1=O (benzhydryl 7-phenylacetamido-3-hydroxymethyl-3-cephem-4-carboxylate), C1(=CC=CC=C1)P(C1=CC=CC=C1)C1=CC=CC=C1 (triphenylphosphine). Run in C(C)(=O)OCC (ethyl acetate), O1CCCC1 (tetrahydrofuran), O1CCCC1 (tetrahydrofuran), C(C)(=O)OCC (ethyl acetate). Conditions: time 15 minute. Product: [Br-].C(C1=CC=CC=C1)(C1=CC=CC=C1)OC(=O)C1=C(CS[C@H]2N1C(C2NC(CC2=CC=CC=C2)=O)=O)C[P+](C2=CC=CC=C2)(C2=CC=CC=C2)C2=CC=CC=C2 ((4-benzhydryloxycarbonyl-7-phenylacetamido-3-cephem-3-ylmethyl)triphenyl phosphonium bromide). The yield is 147.0%. Reaction SMILES: P(Br)(Br)[Br:2].[C:5]1([CH2:11][C:12]([NH:14][CH:15]2[C:40](=[O:41])[N:17]3[C:18]([C:24]([O:26][CH:27]([C:34]4[CH:39]=[CH:38][CH:37]=[CH:36][CH:35]=4)[C:28]4[CH:33]=[CH:32][CH:31]=[CH:30][CH:29]=4)=[O:25])=[C:19]([CH2:22]O)[CH2:20][S:21][C@H:16]23)=[O:13])[CH:10]=[CH:9][CH:8]=[CH:7][CH:6]=1.O.[C:43]1([P:49]([C:56]2[CH:61]=[CH:60][CH:59]=[CH:58][CH:57]=2)[C:50]2[CH:55]=[CH:54][CH:53]=[CH:52][CH:51]=2)[CH:48]=[CH:47][CH:46]=[CH:45][CH:44]=1>O1CCCC1.C(OCC)(=O)C>[Br-:2].[CH:27]([O:26][C:24]([C:18]1[N:17]2[C:40](=[O:41])[CH:15]([NH:14][C:12](=[O:13])[CH2:11][C:5]3[CH:10]=[CH:9][CH:8]=[CH:7][CH:6]=3)[C@H:16]2[S:21][CH2:20][C:19]=1[CH2:22][P+:49]([C:43]1[CH:44]=[CH:45][CH:46]=[CH:47][CH:48]=1)([C:50]1[CH:55]=[CH:54][CH:53]=[CH:52][CH:51]=1)[C:56]1[CH:57]=[CH:58][CH:59]=[CH:60][CH:61]=1)=[O:25])([C:34]1[CH:35]=[CH:36][CH:37]=[CH:38][CH:39]=1)[C:28]1[CH:29]=[CH:30][CH:31]=[CH:32][CH:33]=1 |f:6.7|. Reported procedure: A solution of phosphorus tribromide (5.0 g) in tetrahydrofuran (10 ml) was dropwise added to a mixture of benzhydryl 7-phenylacetamido-3-hydroxymethyl-3-cephem-4-carboxylate (25.7 g) in tetrahydrofuran (200 ml) at -10° to -5° C. and the mixture was stirred at the same temperature for 15 minutes. The resultant mixture was poured into a mixture of water (250 ml) and ethyl acetate (300 ml). The separated organic layer was washed with brine and dried over magnesium sulfate. The solvent was evaporate... The reactants are CC(C)(C)[Si](C)(C)OCCCC=O, Cc1cnc(NC2CCCc3cccnc32)c(C)c1, ClCCl. Yields the product Cc1cnc(N(CCCCO[Si](C)(C)C(C)(C)C)C2CCCc3cccnc32)c(C)c1. RXN SMILES: [C:20]([CH3:21])([CH3:22])([CH3:23])[Si:24]([O:25][CH2:26][CH2:27][CH2:28][CH:29]=[O:30])([CH3:31])[CH3:32].[CH3:1][c:2]1[c:3]([NH:9][CH:10]2[CH2:11][CH2:12][CH2:13][c:14]3[cH:15][cH:16][cH:17][n:18][c:19]32)[n:4][cH:5][c:6]([CH3:8])[cH:7]1.[Cl:33][CH2:34][Cl:35]>>[CH3:1][c:2]1[c:3]([N:9]([CH:10]2[CH2:11][CH2:12][CH2:13][c:14]3[cH:15][cH:16][cH:17][n:18][c:19]32)[CH2:29][CH2:28][CH2:27][CH2:26][O:25][Si:24]([C:20]([CH3:21])([CH3:22])[CH3:23])([CH3:31])[CH3:32])[n:4][cH:5][c:6]([CH3:8])[cH:7]1. The reactants are O=C([O-])[O-], CCCCn1c(=O)c2[nH]cnc2n(CCCC)c1=O, CS(=O)(=O)Cl, CC(C)=O, [K+], [K+]. Yields the product CCCCn1c(=O)c2c(ncn2S(C)(=O)=O)n(CCCC)c1=O. Reaction SMILES: [C:20](=[O:21])([O-:22])[O-:23].[CH2:1]([CH2:2][CH2:3][CH3:4])[n:5]1[c:6](=[O:19])[n:7]([CH2:15][CH2:16][CH2:17][CH3:18])[c:8]2[n:9][cH:10][nH:11][c:12]2[c:13]1=[O:14].[CH3:26][S:27]([Cl:28])(=[O:29])=[O:30].[CH3:31][C:32](=[O:33])[CH3:34].[K+:24].[K+:25]>>[CH2:1]([CH2:2][CH2:3][CH3:4])[n:5]1[c:6](=[O:19])[n:7]([CH2:15][CH2:16][CH2:17][CH3:18])[c:8]2[n:9][cH:10][n:11]([S:27]([CH3:26])(=[O:29])=[O:30])[c:12]2[c:13]1=[O:14]. Reactants: CN1CCCC1=O, O=[N+]([O-])c1ccc(F)cc1, [K+], [K+], NCCCN1CCCC1, O=C([O-])[O-], O. The product is O=[N+]([O-])c1ccc(NCCCN2CCCC2)cc1. Reaction SMILES: [CH3:11][N:12]1[CH2:13][CH2:14][CH2:15][C:16]1=[O:17].[F:1][c:2]1[cH:3][cH:4][c:5]([N+:8](=[O:9])[O-:10])[cH:6][cH:7]1.[K+:27].[K+:28].[NH2:18][CH2:19][CH2:20][CH2:21][N:22]1[CH2:23][CH2:24][CH2:25][CH2:26]1.[O-:29][C:30]([O-:31])=[O:32].[OH2:33]>>[c:2]1([NH:18][CH2:19][CH2:20][CH2:21][N:22]2[CH2:23][CH2:24][CH2:25][CH2:26]2)[cH:3][cH:4][c:5]([N+:8](=[O:9])[O-:10])[cH:6][cH:7]1. The reactants are BrC=1C=CC(=NC1)C1=CC=NC=C1 (5-bromo-2,4′-bipyridyl), dichloro(tetramethylethylenediamine)zinc(II), CCCCCC (hexane), C(CCC)[Li] (butyl lithium), BrC1=CC=C(C=C1)C1=NC(=NC(=N1)C1=CC=C(C=C1)C(C)(C)C)C1=CC=C(C=C1)C(C)(C)C (2-(4-bromophenyl)-4,6-bis(4-tert-butylphenyl)-1,3,5-triazine). Reagents/catalysts: C=1C=CC(=CC1)[P](C=2C=CC=CC2)(C=3C=CC=CC3)[Pd]([P](C=4C=CC=CC4)(C=5C=CC=CC5)C=6C=CC=CC6)([P](C=7C=CC=CC7)(C=8C=CC=CC8)C=9C=CC=CC9)[P](C=1C=CC=CC1)(C=1C=CC=CC1)C=1C=CC=CC1 (tetrakis(triphenylphosphine)palladium(0)). Run in O1CCCC1 (tetrahydrofuran), O1CCCC1 (tetrahydrofuran). Conditions: temperature -78 celsius, time 15 minute. The product is C(C)(C)(C)C1=CC=C(C=C1)C1=NC(=NC(=N1)C1=CC=C(C=C1)C(C)(C)C)C1=CC=C(C=C1)C=1C=CC(=NC1)C1=CC=NC=C1 (5-{4-[4,6-bis(4-tert-butylphenyl)-1,3,5-triazin-2-yl]phenyl}-2,4′-bipyridyl). Yield: 56.2%. Reaction SMILES: CCCCCC.C([Li])CCC.Br[C:13]1[CH:18]=[CH:17][C:16]([C:19]2[N:24]=[C:23]([C:25]3[CH:30]=[CH:29][C:28]([C:31]([CH3:34])([CH3:33])[CH3:32])=[CH:27][CH:26]=3)[N:22]=[C:21]([C:35]3[CH:40]=[CH:39][C:38]([C:41]([CH3:44])([CH3:43])[CH3:42])=[CH:37][CH:36]=3)[N:20]=2)=[CH:15][CH:14]=1.Br[C:46]1[CH:47]=[CH:48][C:49]([C:52]2[CH:57]=[CH:56][N:55]=[CH:54][CH:53]=2)=[N:50][CH:51]=1>C1C=CC([P]([Pd]([P](C2C=CC=CC=2)(C2C=CC=CC=2)C2C=CC=CC=2)([P](C2C=CC=CC=2)(C2C=CC=CC=2)C2C=CC=CC=2)[P](C2C=CC=CC=2)(C2C=CC=CC=2)C2C=CC=CC=2)(C2C=CC=CC=2)C2C=CC=CC=2)=CC=1.O1CCCC1>[C:31]([C:28]1[CH:27]=[CH:26][C:25]([C:23]2[N:22]=[C:21]([C:35]3[CH:40]=[CH:39][C:38]([C:41]([CH3:43])([CH3:44])[CH3:42])=[CH:37][CH:36]=3)[N:20]=[C:19]([C:16]3[CH:15]=[CH:14][C:13]([C:46]4[CH:47]=[CH:48][C:49]([C:52]5[CH:57]=[CH:56][N:55]=[CH:54][CH:53]=5)=[N:50][CH:51]=4)=[CH:18][CH:17]=3)[N:24]=2)=[CH:30][CH:29]=1)([CH3:32])([CH3:33])[CH3:34] |^1:61,63,82,101|. Reported procedure: Under a stream of argon, 2.1 ml of a hexane solution containing 3.2 mmol of butyl lithium was slowly added to 50 ml of tetrahydrofuran cooled to −78° C. in which 1.50 g of 2-(4-bromophenyl)-4,6-bis(4-tert-butylphenyl)-1,3,5-triazine obtained in Reference Example 1 had been dissolved. After stirring at −78° C. for 15 minutes, 0.83 g of dichloro(tetramethylethylenediamine)zinc(II) was added thereto and stirred at −78° C. for 10 minutes and then at room temperature for 2 hours. A 30 ml portion of t...